Dataset: the Open Reaction Database (ORD), a public repository of structured organic reaction records. Task: describe an organic reaction: reactants, conditions, products, and yield Starting materials: FC=1C=C(C=C2CC(N(C12)C(C)C)=O)[N+](=O)[O-] (7-fluoro-1-isopropyl-5-nitro-1,3-dihydro-indol-2-one), [Cl-].[NH4+] (ammonium chloride). The reagents and catalysts are [Fe] (Iron). The solvent is C(C)O (ethanol), O (water), ClCCl (dichloromethane). Product: NC=1C=C2CC(N(C2=C(C1)F)C(C)C)=O (5-amino-7-fluoro-1-isopropyl-1,3-dihydro-indol-2-one). As a reaction SMILES: [F:1][C:2]1[CH:3]=[C:4]([N+:15]([O-])=O)[CH:5]=[C:6]2[C:10]=1[N:9]([CH:11]([CH3:13])[CH3:12])[C:8](=[O:14])[CH2:7]2.[Cl-].[NH4+]>C(O)C.O.ClCCl.[Fe]>[NH2:15][C:4]1[CH:5]=[C:6]2[C:10](=[C:2]([F:1])[CH:3]=1)[N:9]([CH:11]([CH3:12])[CH3:13])[C:8](=[O:14])[CH2:7]2 |f:1.2|. Procedure: Iron powder (0.854 g, 15.3 mmol) is added portionwise to a mixture of 7-fluoro-1-isopropyl-5-nitro-1,3-dihydro-indol-2-one (17, 0.91 g, 3.82 mmol) and ammonium chloride (2.04 g, 38.2 mmol) in ethanol (50 ml) and water (25 ml) at 90° C. The reaction is stirred vigorously and heated for 30 min, cooled to room temperature and diluted with dichloromethane (150 mL). The mixture is filtered through celite, the organic layer separated and washed with water and brine, dried over sodium sulfate and evapo... Reactants: CC(=O)O, CCCC[SnH](CCCC)CCCC, C=CCOC(=O)Nc1cccc(-c2nc(C(C)C)sc2-c2ccnc(Cl)n2)c1F, ClCCl, Cl[Pd]Cl, c1ccc(P(c2ccccc2)c2ccccc2)cc1, c1ccc(P(c2ccccc2)c2ccccc2)cc1. Yields the product CC(C)c1nc(-c2cccc(N)c2F)c(-c2ccnc(Cl)n2)s1. Reaction SMILES: [C:30]([OH:31])(=[O:32])[CH3:33].[CH2:34]([SnH:35]([CH2:36][CH2:37][CH2:38][CH3:39])[CH2:40][CH2:41][CH2:42][CH3:43])[CH2:44][CH2:45][CH3:46].[Cl:1][c:2]1[n:3][cH:4][cH:5][c:6](-[c:8]2[c:9](-[c:16]3[c:17]([F:29])[c:18]([NH:22][C:23](=[O:24])[O:25][CH2:26][CH:27]=[CH2:28])[cH:19][cH:20][cH:21]3)[n:10][c:11]([CH:13]([CH3:14])[CH3:15])[s:12]2)[n:7]1.[Cl:47][CH2:48][Cl:49].[Pd:50]([Cl:51])[Cl:52].[c:53]1([P:54]([c:55]2[cH:56][cH:57][cH:58][cH:59][cH:60]2)[c:61]2[cH:62][cH:63][cH:64][cH:65][cH:66]2)[cH:67][cH:68][cH:69][cH:70][cH:71]1.[c:72]1([P:73]([c:74]2[cH:75][cH:76][cH:77][cH:78][cH:79]2)[c:80]2[cH:81][cH:82][cH:83][cH:84][cH:85]2)[cH:86][cH:87][cH:88][cH:89][cH:90]1>>[Cl:1][c:2]1[n:3][cH:4][cH:5][c:6](-[c:8]2[c:9](-[c:16]3[c:17]([F:29])[c:18]([NH2:22])[cH:19][cH:20][cH:21]3)[n:10][c:11]([CH:13]([CH3:14])[CH3:15])[s:12]2)[n:7]1. Reported procedure: In 20 ml. of methanol is dissolved 300 mg. of trans-6-benzyloxy-2-cyclobutylamino-1-hydroxy-5-hydroxymethyl-1,2,3,4-tetrahydronaphthalene and catalytic reduction is carried out in the presence of 5% palladium-on-carbon as the catalyst. When no more hydrogen is absorbed, the catalyst is filtered off and 60 mg. of acetic acid is added to the filtrate. The mixture is concentrated under reduced pressure and the residue is recrystallized from methanolethyl acetate. The procedure yields trans-2-cyclob... Reaction SMILES: C([O:8][C:9]1[C:10]([CH2:25][OH:26])=[C:11]2[C:16](=[CH:17][CH:18]=1)[C@@H:15]([OH:19])[C@H:14]([NH:20][CH:21]1[CH2:24][CH2:23][CH2:22]1)[CH2:13][CH2:12]2)C1C=CC=CC=1.C[OH:28]>[Pd]>[C:25]([OH:26])(=[O:28])[CH3:10].[CH:21]1([NH:20][C@@H:14]2[CH2:13][CH2:12][C:11]3[C:16](=[CH:17][CH:18]=[C:9]([OH:8])[C:10]=3[CH2:25][OH:26])[C@H:15]2[OH:19])[CH2:22][CH2:23][CH2:24]1 |f:3.4|. Reactants: C(C1=CC=CC=C1)OC=1C(=C2CC[C@H]([C@@H](C2=CC1)O)NC1CCC1)CO (trans-6-benzyloxy-2-cyclobutylamino-1-hydroxy-5-hydroxymethyl-1,2,3,4-tetrahydronaphthalene), CO (methanol). Yields the product C(C)(=O)O.C1(CCC1)N[C@H]1[C@@H](C2=CC=C(C(=C2CC1)CO)O)O (trans-2-cyclobutylamino-1,6-dihydroxy-5-hydroxymethyl-1,2,3,4-tetrahydronaphthalene acetate). Reagents/catalysts: [Pd] (palladium-on-carbon). Starting materials: C(C)(=O)O (acetic acid), ClC1=C2N=CN(C2=NC=N1)CCO (6-Chloro-9-hydroxyethyl purine), III, [OH-].[Na+] (NaOH). The product is OCCN1C=2N=CNC(C2N=C1)=O (9-HYDROXYETHYL HYPOXANTHINE). As a reaction SMILES: Cl[C:2]1[N:10]=[CH:9][N:8]=[C:7]2[C:3]=1[N:4]=[CH:5][N:6]2[CH2:11][CH2:12][OH:13].[OH-].[Na+].C(O)(=[O:18])C>O>[OH:13][CH2:12][CH2:11][N:6]1[CH:5]=[N:4][C:3]2[C:2](=[O:18])[NH:10][CH:9]=[N:8][C:7]1=2 |f:1.2|. The solvent is O (H2O). Reported procedure: 6-Chloro-9-hydroxyethyl purine, III (4 g), was added slowly to warm N NaOH (30 ml) and refluxed for 2 hr. The reaction is cooled in ice and neutralized with glacial acetic acid. After filtration, portions of unreacted III are removed. The product is recrystallized from methanol and washed with acetone. Colorless crystals. Yield, 1 g. (28%); mp. 274°; uv (H2O, pH 5.5), λmax 250 nm. The reactants are ice water, C(C)(C)C1=CC=C(C(=O)N2CC2)C=C1 (1-(4-Isopropylbenzoyl)aziridine), COC(=O)C=1C=CC(=CC1)O (methyl p-hydroxybenzoate), C([O-])([O-])=O.[K+].[K+] (potassium carbonate). The solvent is CN(C=O)C (N,N-dimethylformamide). Reaction conditions: time 17 hour. Yields the product C(C)(C)C1=CC=C(C(=O)NCCOC2=CC=C(C(=O)OC)C=C2)C=C1 (Methyl 4-[2-(4-isopropylbenzamido)ethoxy]benzoate). Yield: 80.7%. As a reaction SMILES: [CH:1]([C:4]1[CH:14]=[CH:13][C:7]([C:8]([N:10]2[CH2:12][CH2:11]2)=[O:9])=[CH:6][CH:5]=1)([CH3:3])[CH3:2].[CH3:15][O:16][C:17]([C:19]1[CH:20]=[CH:21][C:22]([OH:25])=[CH:23][CH:24]=1)=[O:18].C(=O)([O-])[O-].[K+].[K+]>CN(C)C=O>[CH:1]([C:4]1[CH:5]=[CH:6][C:7]([C:8]([NH:10][CH2:12][CH2:11][O:25][C:22]2[CH:21]=[CH:20][C:19]([C:17]([O:16][CH3:15])=[O:18])=[CH:24][CH:23]=2)=[O:9])=[CH:13][CH:14]=1)([CH3:2])[CH3:3] |f:2.3.4|. Procedure details: 1-(4-Isopropylbenzoyl)aziridine (1.89 g), 1.52 g of methyl p-hydroxybenzoate and 2.76 g of anhydrous potassium carbonate were added to 20 ml of N,N-dimethylformamide, the mixture was stirred at 59°-60° C. for 17 hours, the reaction solution was poured over ice water, the mixture was extracted with ethyl acetate, the extract was washed with 10% sodium hydroxide solution and then with water, dried with anhydrous magnesium sulfate, concentrated in vacuo, n-hexane was added to the residue, and the m... Starting materials: COC=1C=C2C(COC(C2=CC1OC)CCCl)(C)C (2-(6,7-dimethoxy-4,4-dimethyisochroman-1-yl)ethyl chloride), FC(C=1C=C(C=CC1)N1CCNCC1)(F)F (3-trifluoromethylphenylpiperazine). The solvent is C(CO)O (ethylene glycol). Product: Cl.Cl.COC=1C=C2C(COC(C2=CC1OC)CCN1CCN(CC1)C1=CC(=CC=C1)C(F)(F)F)(C)C (1-[2-(6,7-dimethoxy-4,4-dimethylisochroman-1-yl)ethyl]-4-(3-trifluoromethylphenyl)piperazine, dihydrochloride). Reaction SMILES: [CH3:1][O:2][C:3]1[CH:4]=[C:5]2[C:10](=[CH:11][C:12]=1[O:13][CH3:14])[CH:9]([CH2:15][CH2:16][Cl:17])[O:8][CH2:7][C:6]2([CH3:19])[CH3:18].[F:20][C:21]([F:35])([F:34])[C:22]1[CH:23]=[C:24]([N:28]2[CH2:33][CH2:32][NH:31][CH2:30][CH2:29]2)[CH:25]=[CH:26][CH:27]=1>C(O)CO>[ClH:17].[ClH:17].[CH3:1][O:2][C:3]1[CH:4]=[C:5]2[C:10](=[CH:11][C:12]=1[O:13][CH3:14])[CH:9]([CH2:15][CH2:16][N:31]1[CH2:30][CH2:29][N:28]([C:24]3[CH:25]=[CH:26][CH:27]=[C:22]([C:21]([F:34])([F:35])[F:20])[CH:23]=3)[CH2:33][CH2:32]1)[O:8][CH2:7][C:6]2([CH3:19])[CH3:18] |f:3.4.5|. Procedure details: A mixture of 1.50 g. (0.0053 m) of 2-(6,7-dimethoxy-4,4-dimethyisochroman-1-yl)ethyl chloride, 2.48 g. (0.011 m) of 3-trifluoromethylphenylpiperazine and 30 ml of ethylene glycol is stirred at 55° for 24 hr. The mixture is partitioned between methylene chloride and sodium bicarbonate. The organic phase is concentrated and chromatographed. The salt of the title compound is prepared from ethereal hydrogen chloride. The yield is 0.83 g., mp 162°-163.5° C.